Task: describe an organic reaction: reactants, conditions, products, and yield. Dataset: the Open Reaction Database (ORD), a public repository of structured organic reaction records The reactants are OBO, O=C([O-])[O-], CC#N, Cc1cc(C)nc(Cl)n1, Nc1ccccc1, [Na+], [Na+], O, Cl[Pd]Cl, c1ccc(P(c2ccccc2)c2ccccc2)cc1, c1ccc(P(c2ccccc2)c2ccccc2)cc1. The product is Cc1cc(C)nc(-c2cccc(N)c2)n1. RXN SMILES: [BH:10]([OH:11])[OH:12].[C:20](=[O:21])([O-:22])[O-:23].[CH3:67][C:68]#[N:69].[Cl:1][c:2]1[n:3][c:4]([CH3:9])[cH:5][c:6]([CH3:8])[n:7]1.[NH2:13][c:14]1[cH:15][cH:16][cH:17][cH:18][cH:19]1.[Na+:24].[Na+:25].[OH2:70].[Pd:26]([Cl:27])[Cl:28].[c:29]1([P:30]([c:31]2[cH:32][cH:33][cH:34][cH:35][cH:36]2)[c:37]2[cH:38][cH:39][cH:40][cH:41][cH:42]2)[cH:43][cH:44][cH:45][cH:46][cH:47]1.[c:48]1([P:49]([c:50]2[cH:51][cH:52][cH:53][cH:54][cH:55]2)[c:56]2[cH:57][cH:58][cH:59][cH:60][cH:61]2)[cH:62][cH:63][cH:64][cH:65][cH:66]1>>[c:2]1(-[c:18]2[cH:17][cH:16][cH:15][c:14]([NH2:13])[cH:19]2)[n:3][c:4]([CH3:9])[cH:5][c:6]([CH3:8])[n:7]1. Procedure details: 3-(3,4-Dimethoxy-phenyl)-acrylic acid (compound of Example 2, Method A, Step 1; 2.0 g, 9.6 mmol) was dissolved in DMF (20 mL) to which 1,1′-carbonyldiimidazole (CDI) (1.71 g, 10.56 mmol) was added and the reaction mixture was stirred at room temperature. At the end of 3 h, N-hydroxy-2-phenyl-acetamidine (1.58 g, 10.56 mmol) was added and the reaction mixture was stirred at room temperature for 8 h. After the completion of the reaction, additional CD (1.71 g, 10.56 mmol) was added and the reactio... Reactants: ONC(CC1=CC=CC=C1)=N (N-hydroxy-2-phenyl-acetamidine), O (water), COC=1C=C(C=CC1OC)C=CC(=O)O (3-(3,4-Dimethoxy-phenyl)-acrylic acid), compound, C(=O)(N1C=NC=C1)N1C=NC=C1 (1,1′-carbonyldiimidazole). The product is C(C1=CC=CC=C1)C1=NOC(=N1)C=CC1=CC(=C(C=C1)OC)OC (3-Benzyl-5-[2-(3,4-dimethoxy-phenyl)-vinyl]-[1,2,4]oxadiazole). As a reaction SMILES: [CH3:1][O:2][C:3]1[CH:4]=[C:5]([CH:11]=[CH:12][C:13]([OH:15])=O)[CH:6]=[CH:7][C:8]=1[O:9][CH3:10].C(N1C=CN=C1)(N1C=CN=C1)=O.O[NH:29][C:30](=[NH:38])[CH2:31][C:32]1[CH:37]=[CH:36][CH:35]=[CH:34][CH:33]=1.O>CN(C=O)C>[CH2:31]([C:30]1[N:38]=[C:13]([CH:12]=[CH:11][C:5]2[CH:6]=[CH:7][C:8]([O:9][CH3:10])=[C:3]([O:2][CH3:1])[CH:4]=2)[O:15][N:29]=1)[C:32]1[CH:37]=[CH:36][CH:35]=[CH:34][CH:33]=1. The solvent is CN(C)C=O (DMF). Reactants: Sulfide, Z-olefin, alcohol, CC=1C=CC(=CC1)S(=O)(=O)O (p-TsOH), COC1=CC=C(C=C1)CS (p-methoxy-α-toluenethiol), B(Br)(Br)Br (BBr3), tetra-aryl, C1=CC(=CC=C1/C=C/2\[C@H]([C@@H](C3=C(C=C(C=C23)O)O)C4=CC=C(C=C4)O)C5=CC(=CC(=C5)O)O)O (ampelopsin D), [ 14 ], C1=CC(=CC=C1/C=C/2\[C@H]([C@@H](C3=C(C=C(C=C23)O)O)C4=CC=C(C=C4)O)C5=CC(=CC(=C5)O)O)O (ampelopsin D), [ 15 ], C1(=CC=CC=C1)O (phenol), C1=CC(=CC=C1/C=C/2\[C@H]([C@@H](C3=C(C=C(C=C23)O)O)C4=CC=C(C=C4)O)C5=CC(=CC(=C5)O)O)O (ampelopsin D). The solvent is C(Cl)Cl (CH2Cl2). Yields the product C1=CC(=CC=C1CC2=C([C@H](C3=C(C=C(C=C23)O)O)C4=CC(=CC(=C4)O)O)C5=CC=C(C=C5)O)O (isoampelopsin D). RXN SMILES: CC1C=CC(S(O)(=O)=[O:9])=CC=1.C[O:13][C:14]1[CH:19]=[CH:18][C:17](CS)=[CH:16][CH:15]=1.[CH:22]1[C:27](/[CH:28]=[C:29]2\[C@@H:30](C3C=C(O)C=C(O)C=3)[C@H:31](C3C=CC(O)=CC=3)[C:32]3[C:37]\2=[CH:36][C:35]([OH:38])=[CH:34][C:33]=3[OH:39])=[CH:26][CH:25]=[C:24]([OH:55])[CH:23]=1.[C:56]1([OH:62])[CH:61]=[CH:60][CH:59]=[CH:58][CH:57]=1.B(Br)(Br)Br>C(Cl)Cl>[CH:26]1[C:27]([CH2:28][C:29]2[C:37]3[C:32](=[C:33]([OH:39])[CH:34]=[C:35]([OH:38])[CH:36]=3)[C@H:31]([C:60]3[CH:61]=[C:56]([OH:62])[CH:57]=[C:58]([OH:9])[CH:59]=3)[C:30]=2[C:17]2[CH:16]=[CH:15][C:14]([OH:13])=[CH:19][CH:18]=2)=[CH:22][CH:23]=[C:24]([OH:55])[CH:25]=1. Procedure: One of these compounds is biaryl alcohol 11 (FIG. 2), an adduct synthesized in 71% yield through an aldol reaction between the lithiated form of 9 (prepared in 4 steps in 80% overall yield from 3,5-dimethoxybenzaldehyde, (see Ref. 12) and 3,5-dimethoxybenzaldehyde (10). As shown in Scheme 1, when this key intermediate was treated with a stoichiometric amount of TFA under carefully controlled conditions (−30→—20° C.) in CH2Cl2, a cascade sequence featuring cation generation, regio- and stereosele... RXN SMILES: [CH3:26][c:27]1[cH:28][cH:29][cH:30][cH:31][cH:32]1.[N+:1](=[O:2])([O-:3])[c:4]1[cH:5][c:6]([C:7](=[O:8])[OH:9])[cH:10][cH:11][c:12]1[N+:13](=[O:14])[O-:15].[S:16]([Cl:17])([Cl:18])=[O:19].[cH:20]1[cH:21][cH:22][cH:23][cH:24][cH:25]1>>[N+:1](=[O:2])([O-:3])[c:4]1[cH:5][c:6]([C:7](=[O:8])[Cl:18])[cH:10][cH:11][c:12]1[N+:13](=[O:14])[O-:15]. Starting materials: Cc1ccccc1, O=C(O)c1ccc([N+](=O)[O-])c([N+](=O)[O-])c1, O=S(Cl)Cl, c1ccccc1. The product is O=C(Cl)c1ccc([N+](=O)[O-])c([N+](=O)[O-])c1. Starting materials: C(C)C1=C(N)C=CC=C1 (2-ethylaniline), NC=1C(=CC=CC1)C (ortho-toluidine). The product is C(C)C1=C(N)C(=CC=C1)C(C)C (2-ethyl-6-isopropylaniline). Reaction SMILES: [CH2:1]([C:3]1[CH:9]=[CH:8][CH:7]=[CH:6][C:4]=1[NH2:5])[CH3:2].N[C:11]1[C:12](C)=CC=C[CH:16]=1>>[CH2:1]([C:3]1[CH:9]=[CH:8][CH:7]=[C:6]([CH:11]([CH3:12])[CH3:16])[C:4]=1[NH2:5])[CH3:2]. Procedure: The procedure of Example 6 was repeated, except that 2-ethylaniline was substituted for ortho-toluidine. Table 5 sets forth the reaction conditions and product selectivity. Product: CC(=O)On1c(=O)c(=O)[nH]c2cc(Cl)ccc21. Reactants: CC(=O)OC(C)=O, O=c1[nH]c2cc(Cl)ccc2n(O)c1=O, [Na+], [OH-]. RXN SMILES: [CH3:15][C:16](=[O:17])[O:18][C:19](=[O:20])[CH3:21].[Cl:1][c:2]1[cH:3][c:4]2[nH:5][c:6](=[O:14])[c:7](=[O:13])[n:8]([OH:12])[c:9]2[cH:10][cH:11]1.[Na+:23].[OH-:22]>>[Cl:1][c:2]1[cH:3][c:4]2[nH:5][c:6](=[O:14])[c:7](=[O:13])[n:8]([O:12][C:16]([CH3:15])=[O:17])[c:9]2[cH:10][cH:11]1.